Dataset: the Open Reaction Database (ORD), a public repository of structured organic reaction records. Task: describe an organic reaction: reactants, conditions, products, and yield Reactants: Cc1cccc(CN=C=O)c1, NCC1CC(n2cc(-c3cccc(OCc4ccccc4)c3)c3c(N)ncnc32)C1. Yields the product Cc1cccc(CNC(=O)NCC2CC(n3cc(-c4cccc(OCc5ccccc5)c4)c4c(N)ncnc43)C2)c1. As a reaction SMILES: [CH3:31][c:32]1[cH:33][c:34]([CH2:35][N:36]=[C:37]=[O:38])[cH:39][cH:40][cH:41]1.[NH2:1][CH2:2][CH:3]1[CH2:4][CH:5]([n:7]2[cH:8][c:9](-[c:17]3[cH:18][c:19]([O:23][CH2:24][c:25]4[cH:26][cH:27][cH:28][cH:29][cH:30]4)[cH:20][cH:21][cH:22]3)[c:10]3[c:11]2[n:12][cH:13][n:14][c:15]3[NH2:16])[CH2:6]1>>[NH:1]([CH2:2][CH:3]1[CH2:4][CH:5]([n:7]2[cH:8][c:9](-[c:17]3[cH:18][c:19]([O:23][CH2:24][c:25]4[cH:26][cH:27][cH:28][cH:29][cH:30]4)[cH:20][cH:21][cH:22]3)[c:10]3[c:11]2[n:12][cH:13][n:14][c:15]3[NH2:16])[CH2:6]1)[C:37]([NH:36][CH2:35][c:34]1[cH:33][c:32]([CH3:31])[cH:41][cH:40][cH:39]1)=[O:38]. Reactants: CC(C)CC(CC(=O)OC(C)(C)C)C(=O)O, BrCC=Cc1ccccc1, CCCCCC, CC(C)[N-]C(C)C, [Li+], NC1CCCCC1, C1CCOC1. Product: CC(C)CC(C(=O)O)C(CC=Cc1ccccc1)C(=O)OC(C)(C)C. As a reaction SMILES: [CH2:1]([CH:2]([CH3:3])[CH3:4])[CH:5]([C:6](=[O:7])[OH:8])[CH2:9][C:10](=[O:11])[O:12][C:13]([CH3:14])([CH3:15])[CH3:16].[CH2:25]([CH:26]=[CH:27][c:28]1[cH:29][cH:30][cH:31][cH:32][cH:33]1)[Br:34].[CH3:47][CH2:48][CH2:49][CH2:50][CH2:51][CH3:52].[CH:17]([N-:18][CH:19]([CH3:20])[CH3:21])([CH3:22])[CH3:23].[Li+:24].[NH2:35][CH:36]1[CH2:37][CH2:38][CH2:39][CH2:40][CH2:41]1.[O:42]1[CH2:43][CH2:44][CH2:45][CH2:46]1>>[CH2:1]([CH:2]([CH3:3])[CH3:4])[CH:5]([C:6](=[O:7])[OH:8])[CH:9]([C:10](=[O:11])[O:12][C:13]([CH3:14])([CH3:15])[CH3:16])[CH2:25][CH:26]=[CH:27][c:28]1[cH:29][cH:30][cH:31][cH:32][cH:33]1. Reactants: C(C)(C)N1N=C(N=C1C=1SC=2CCOC3=C(C2N1)C=CC(=C3)B3OC(C(O3)(C)C)(C)C)C (2-(2-Isopropyl-5-methyl-2H-[1,2,4]triazol-3-yl)-8-(4,4,5,5-tetramethyl-[1,3,2]dioxaborolan-2-yl)-4,5-dihydro-6-oxa-3-thia-1-aza-benzo[e]azulene), C1(=CC=CC=C1)S(=O)(=O)N (benzenesulfonamide), C(C)(=O)[O-].[K+] (potassium acetate), [NH4+].[Cl-] (NH4Cl). The reagents and catalysts are C=1C=CC(=CC1)[P](C=2C=CC=CC2)(C=3C=CC=CC3)[Pd]([P](C=4C=CC=CC4)(C=5C=CC=CC5)C=6C=CC=CC6)([P](C=7C=CC=CC7)(C=8C=CC=CC8)C=9C=CC=CC9)[P](C=1C=CC=CC1)(C=1C=CC=CC1)C=1C=CC=CC1 (tetrakis(triphenylphosphine)palladium(0)). Run in C(C)#N (acetonitrile), O (water), C(Cl)Cl (Methylene chloride). Reaction conditions: temperature 140 celsius. Yields the product C(C)(C)N1N=C(N=C1C=1SC=2CCOC3=C(C2N1)C=CC(=C3)C3=C(C=CC=C3)S(=O)(=O)N)C (2-[2-(2-Isopropyl-5-methyl-2H-[1,2,4]triazol-3-yl)-4,5-dihydro-6-oxa-3-thia-1-aza-benzo[e]azulen-8-yl]-benzenesulfonamide). Reaction SMILES: [C:1]1([S:7]([NH2:10])(=[O:9])=[O:8])[CH:6]=[CH:5][CH:4]=[CH:3][CH:2]=1.C([O-])(=O)C.[K+].[CH:16]([N:19]1[C:23]([C:24]2[S:25][C:26]3[CH2:27][CH2:28][O:29][C:30]4[CH:37]=[C:36](B5OC(C)(C)C(C)(C)O5)[CH:35]=[CH:34][C:31]=4[C:32]=3[N:33]=2)=[N:22][C:21]([CH3:47])=[N:20]1)([CH3:18])[CH3:17].[NH4+].[Cl-]>C(#N)C.O.C1C=CC([P]([Pd]([P](C2C=CC=CC=2)(C2C=CC=CC=2)C2C=CC=CC=2)([P](C2C=CC=CC=2)(C2C=CC=CC=2)C2C=CC=CC=2)[P](C2C=CC=CC=2)(C2C=CC=CC=2)C2C=CC=CC=2)(C2C=CC=CC=2)C2C=CC=CC=2)=CC=1.C(Cl)Cl>[CH:16]([N:19]1[C:23]([C:24]2[S:25][C:26]3[CH2:27][CH2:28][O:29][C:30]4[CH:37]=[C:36]([C:2]5[CH:3]=[CH:4][CH:5]=[CH:6][C:1]=5[S:7]([NH2:10])(=[O:9])=[O:8])[CH:35]=[CH:34][C:31]=4[C:32]=3[N:33]=2)=[N:22][C:21]([CH3:47])=[N:20]1)([CH3:18])[CH3:17] |f:1.2,4.5,^1:57,59,78,97|. Procedure: To a microwave vial was added benzenesulfonamide (0.0992 g, 0.420 mmol) and potassium acetate (0.124 g, 0.00126 mol) in acetonitrile (2.0 mL) and water (2.0 mL). The mixture was thoroughly purged with N2. 2-(2-Isopropyl-5-methyl-2H-[1,2,4]triazol-3-yl)-8-(4,4,5,5-tetramethyl-[1,3,2]dioxaborolan-2-yl)-4,5-dihydro-6-oxa-3-thia-1-aza-benzo[e]azulene (0.200 g, 0.442 mmol) and tetrakis(triphenylphosphine)palladium(0) (0.0485 g, 0.0420 mmol) were added and the vial was sealed immediately. The reaction...